From a dataset of the Open Reaction Database (ORD), a public repository of structured organic reaction records. describe an organic reaction: reactants, conditions, products, and yield Reaction SMILES: C(OC([N:8]1[CH2:11][CH:10]([O:12][C:13]2[CH:18]=[C:17]([Cl:19])[CH:16]=[CH:15][C:14]=2[OH:20])[CH2:9]1)=O)(C)(C)C.Cl>CCOC(C)=O.O1CCOCC1>[ClH:19].[NH:8]1[CH2:11][CH:10]([O:12][C:13]2[CH:18]=[C:17]([Cl:19])[CH:16]=[CH:15][C:14]=2[OH:20])[CH2:9]1 |f:4.5|. Run in CCOC(=O)C (EtOAc), O1CCOCC1 (dioxane), CCOC(=O)C (EtOAc). Yields the product Cl.N1CC(C1)OC1=C(C=CC(=C1)Cl)O (2-(azetidin-3-yloxy)-4-chloro-phenol hydrochloride). Run at time 18 hour. Reported procedure: To 3-(5-Chloro-2-hydroxy-phenoxy)-azetidine-1-carboxylic acid tert-butyl ester (0.80 g, 2.7 mmol) in EtOAc (2 mL) was added 4M HCl in dioxane (5 mL). After 18 h, EtOAc was added and the resulting white solid filtered to give 2-(azetidin-3-yloxy)-4-chloro-phenol hydrochloride as a white solid. To a CH2Cl2 (25 mL) solution of this compound was added Et3N (0.30 g, 0.42 mL, 3.0 mmol) and TFAA (0.58 g, 0.38 mL, 2.8 mmol). After 18 h, H2O was added and the reaction extracted with CH2Cl2 (2×). The comb... Starting materials: C(C)(C)(C)OC(=O)N1CC(C1)OC1=C(C=CC(=C1)Cl)O (3-(5-Chloro-2-hydroxy-phenoxy)-azetidine-1-carboxylic acid tert-butyl ester), Cl (HCl). The reactants are CC(C)(C)OC(=O)NC1c2cc(N)ccc2CC1O, ClCCl, CC(=S)N(C)Cc1ccc(F)c(F)c1, COS(=O)(=O)C(F)(F)F, c1ccncc1. The product is CC(=Nc1ccc2c(c1)C(NC(=O)OC(C)(C)C)C(O)C2)N(C)Cc1ccc(F)c(F)c1. Reaction SMILES: [C:24]([CH3:25])([CH3:26])([CH3:27])[O:28][C:29]([NH:30][CH:31]1[CH:32]([OH:41])[CH2:33][c:34]2[cH:35][cH:36][c:37]([NH2:40])[cH:38][c:39]21)=[O:42].[Cl:49][CH2:50][Cl:51].[F:10][c:11]1[cH:12][c:13]([CH2:14][N:15]([C:16]([CH3:17])=[S:18])[CH3:19])[cH:20][cH:21][c:22]1[F:23].[F:1][C:2]([F:3])([F:4])[S:5]([O:6][CH3:7])(=[O:8])=[O:9].[cH:43]1[cH:44][cH:45][n:46][cH:47][cH:48]1>>[F:10][c:11]1[cH:12][c:13]([CH2:14][N:15]([C:16]([CH3:17])=[N:40][c:37]2[cH:36][cH:35][c:34]3[c:39]([cH:38]2)[CH:31]([NH:30][C:29]([O:28][C:24]([CH3:25])([CH3:26])[CH3:27])=[O:42])[CH:32]([OH:41])[CH2:33]3)[CH3:19])[cH:20][cH:21][c:22]1[F:23].